This data is from the Open Reaction Database (ORD), a public repository of structured organic reaction records. The task is: describe an organic reaction: reactants, conditions, products, and yield Starting materials: N#Cc1cccnc1, CN. Yields the product CNCc1cccnc1. As a reaction SMILES: [C:1](#[N:2])[c:3]1[cH:4][n:5][cH:6][cH:7][cH:8]1.[CH3:9][NH2:10]>>[CH2:1]([NH:2][CH3:9])[c:3]1[cH:4][n:5][cH:6][cH:7][cH:8]1.